describe an organic reaction: reactants, conditions, products, and yield From a dataset of the Open Reaction Database (ORD), a public repository of structured organic reaction records. The reactants are COC(=O)C(=O)c1ccc(OCc2ccc3ccccc3n2)cc1, CO, [Na+], C1CCOC1, [OH-]. The product is O=C(O)C(=O)c1ccc(OCc2ccc3ccccc3n2)cc1. Reaction SMILES: [CH3:1][O:2][C:3]([C:4]([c:5]1[cH:6][cH:7][c:8]([O:11][CH2:12][c:13]2[n:14][c:15]3[cH:16][cH:17][cH:18][cH:19][c:20]3[cH:21][cH:22]2)[cH:9][cH:10]1)=[O:23])=[O:24].[CH3:27][OH:28].[Na+:26].[O:29]1[CH2:30][CH2:31][CH2:32][CH2:33]1.[OH-:25]>>[O:2]=[C:3]([C:4]([c:5]1[cH:6][cH:7][c:8]([O:11][CH2:12][c:13]2[n:14][c:15]3[cH:16][cH:17][cH:18][cH:19][c:20]3[cH:21][cH:22]2)[cH:9][cH:10]1)=[O:23])[OH:24]. The reactants are ClC=1C=CC2=C(C(=NCC=3N2C(=C(N3)C)CN3C(C=2C(C3=O)=CC=CC2)=O)C2=C(C=CC=C2)Cl)C1 (8-chloro-1-(phthalimido)methyl-2-methyl-6-(o-chlorophenyl)-4H-imidazo[1,2-a][1,4]benzodiazepine), O.NN (hydrazine hydrate). Run in C(C)O (ethanol). Product: ClC=1C=CC2=C(C(=NCC=3N2C(=C(N3)C)CN)C3=C(C=CC=C3)Cl)C1 (8-Chloro-1-(aminomethyl)-2-methyl-6-(o-chlorophenyl)-4H-imidazo[1,2-a][1,4]benzodiazepine). RXN SMILES: [Cl:1][C:2]1[CH:3]=[CH:4][C:5]2[N:11]3[C:12]([CH2:16][N:17]4C(=O)C5=CC=CC=C5C4=O)=[C:13]([CH3:15])[N:14]=[C:10]3[CH2:9][N:8]=[C:7]([C:28]3[CH:33]=[CH:32][CH:31]=[CH:30][C:29]=3[Cl:34])[C:6]=2[CH:35]=1.O.NN>C(O)C>[Cl:1][C:2]1[CH:3]=[CH:4][C:5]2[N:11]3[C:12]([CH2:16][NH2:17])=[C:13]([CH3:15])[N:14]=[C:10]3[CH2:9][N:8]=[C:7]([C:28]3[CH:33]=[CH:32][CH:31]=[CH:30][C:29]=3[Cl:34])[C:6]=2[CH:35]=1 |f:1.2|. Procedure details: In the manner given in Example 28, a suspension of 1.00 mmole of 8-chloro-1-(phthalimido)methyl-2-methyl-6-(o-chlorophenyl)-4H-imidazo[1,2-a][1,4]benzodiazepine is treated with 5.00 mmole of hydrazine hydrate in 12ml. of absolute ethanol at room temperature for 18 hours to afford, after removal of the phthalazine by-product, 8-chloro-1-aminomethyl-2-methyl-6-(o-chlorophenyl)-4H-imidazo[1,2-a][1,4]benzodiazepine. Starting materials: ice water, CNCC=1C2=CC=CC=C2C=C2C=CC=CC12 (N-methyl-9-anthrylmethylamine), C(C)(C)(C)C1=CC=C(CBr)C=C1 (p-t-butylbenzylbromide), C([O-])([O-])=O.[K+].[K+] (potassium carbonate). Solvent: C1(=CC=CC=C1)C (toluene). Product: CN(CC1=CC=C(C=C1)C(C)(C)C)CC=1C2=CC=CC=C2C=C2C=CC=CC12 (N-methyl-N-(4'-t-butylbenzyl)-9-anthrylmethylamine). Isolated yield 91.0%. Reaction SMILES: [CH3:1][NH:2][CH2:3][C:4]1[C:5]2[C:10]([CH:11]=[C:12]3[C:17]=1[CH:16]=[CH:15][CH:14]=[CH:13]3)=[CH:9][CH:8]=[CH:7][CH:6]=2.C(=O)([O-])[O-].[K+].[K+].[C:24]([C:28]1[CH:35]=[CH:34][C:31]([CH2:32]Br)=[CH:30][CH:29]=1)([CH3:27])([CH3:26])[CH3:25]>C1(C)C=CC=CC=1>[CH3:1][N:2]([CH2:3][C:4]1[C:5]2[C:10]([CH:11]=[C:12]3[C:17]=1[CH:16]=[CH:15][CH:14]=[CH:13]3)=[CH:9][CH:8]=[CH:7][CH:6]=2)[CH2:32][C:31]1[CH:34]=[CH:35][C:28]([C:24]([CH3:27])([CH3:26])[CH3:25])=[CH:29][CH:30]=1 |f:1.2.3|. Procedure details: 2.2 g (0.01 mole) of N-methyl-9-anthrylmethylamine was dissolved in 40 ml of toluene, and 1.7 g (0.012 mole) of anhydrous potassium carbonate was added. With continued stirring at room temperature, 2.49 g (0.011 mole) of p-t-butylbenzylbromide was added, and the mixture was reacted at 40° to 50° C. for 4 hours. The reaction mixture was mixed with ice water, and distributed. The organic layer was washed with water, and toluene was evaporated. The residue was chromatographed on a silica gel column... Reactants: [Al+3], CCOC(C)=O, [H-], [H-], [H-], [H-], [Li+], C1CCOC1, O=CN1CCC23CCCCC2C1Cc1ccc(Oc2ccccc2)cc13, O. Product: CN1CCC23CCCCC2C1Cc1ccc(Oc2ccccc2)cc13. Reaction SMILES: [Al+3:2].[CH3:33][CH2:34][O:35][C:36](=[O:37])[CH3:38].[H-:1].[H-:4].[H-:5].[H-:6].[Li+:3].[O:40]1[CH2:41][CH2:42][CH2:43][CH2:44]1.[O:7]([c:8]1[cH:9][cH:10][cH:11][cH:12][cH:13]1)[c:14]1[cH:15][cH:16][c:17]2[c:26]([cH:27]1)[C:25]13[CH:20]([CH:19]([CH2:18]2)[N:30]([CH:31]=[O:32])[CH2:29][CH2:28]1)[CH2:21][CH2:22][CH2:23][CH2:24]3.[OH2:39]>>[O:7]([c:8]1[cH:9][cH:10][cH:11][cH:12][cH:13]1)[c:14]1[cH:15][cH:16][c:17]2[c:26]([cH:27]1)[C:25]13[CH:20]([CH:19]([CH2:18]2)[N:30]([CH3:31])[CH2:29][CH2:28]1)[CH2:21][CH2:22][CH2:23][CH2:24]3. Starting materials: C(C)(C)(C)OC(N[C@H]1CN(CCC1)C(C1=CC(=C(C=C1)NC)[N+](=O)[O-])=O)=O ((R)-tert-butyl(1-(4-(methylamino)-3-nitrobenzoyl)piperidin-3-yl)carbamate), C(C)N1C(=CC=2C1=CN=CC2)C=O (1-ethyl-1H-pyrrolo[2,3-c]pyridine-2-carbaldehyde), S(=O)([O-])S(=O)[O-].[Na+].[Na+] (Sodium hydrosulfite). Procedure details: Sodium hydrosulfite (162 mg, 0.793 mmol) dissolved in water (1 mL) was added to a solution of (R)-tert-butyl(1-(4-(methylamino)-3-nitrobenzoyl)piperidin-3-yl)carbamate (100 mg, 0.264 mmol) and 1-ethyl-1H-pyrrolo[2,3-c]pyridine-2-carbaldehyde (46.0 mg, 0.264 mmol) in ethanol (2 mL) at RT under nitrogen. The reaction mixture was heated to 100° C. in a microwave for 5 h. The reaction mixture was diluted with DCM (20 mL), sodium sulfate was added and the resultant suspension filtered and concentrate... As a reaction SMILES: S(S([O-])=O)([O-])=O.[Na+].[Na+].[C:9]([O:13][C:14](=[O:35])[NH:15][C@@H:16]1[CH2:21][CH2:20][CH2:19][N:18]([C:22](=[O:34])[C:23]2[CH:28]=[CH:27][C:26]([NH:29][CH3:30])=[C:25]([N+:31]([O-])=O)[CH:24]=2)[CH2:17]1)([CH3:12])([CH3:11])[CH3:10].[CH2:36]([N:38]1[C:42]2=[CH:43][N:44]=[CH:45][CH:46]=[C:41]2[CH:40]=[C:39]1[CH:47]=O)[CH3:37]>O.C(O)C.C(Cl)Cl.S([O-])([O-])(=O)=O.[Na+].[Na+]>[C:9]([O:13][C:14](=[O:35])[NH:15][C@@H:16]1[CH2:21][CH2:20][CH2:19][N:18]([C:22]([C:23]2[CH:28]=[CH:27][C:26]3[N:29]([CH3:30])[C:47]([C:39]4[N:38]([CH2:36][CH3:37])[C:42]5=[CH:43][N:44]=[CH:45][CH:46]=[C:41]5[CH:40]=4)=[N:31][C:25]=3[CH:24]=2)=[O:34])[CH2:17]1)([CH3:12])([CH3:10])[CH3:11] |f:0.1.2,8.9.10|. Isolated yield 31.7%. Reaction conditions: temperature 100 celsius. Run in C(C)O (ethanol), C(Cl)Cl (DCM), S(=O)(=O)([O-])[O-].[Na+].[Na+] (sodium sulfate), O (water). Product: C(C)(C)(C)OC(N[C@H]1CN(CCC1)C(=O)C1=CC2=C(N(C(=N2)C2=CC=3C(=CN=CC3)N2CC)C)C=C1)=O ((R)-tert-Butyl(1-(2-(1-ethyl-1H-pyrrolo[2,3-c]pyridin-2-yl)-1-methyl-1H-benzo[d]imidazole-5-carbonyl)piperidin-3-yl)carbamate). Starting materials: Cl(=O)(=O)[O-].[K+] (potassium chlorate), N1(CCC=CC1)C(=O)OC(C)(C)C (tert-butyl 3,6-dihydropyridine-1(2H)-carboxylate), O1CCCC1 (tetrahydrofuran), Cl(=O)(=O)[O-].[K+] (potassium chlorate). Reagents/catalysts: [Os](=O)(=O)(=O)=O (osmium tetroxide), [Os](=O)(=O)(=O)=O (osmium tetroxide). Solvent: O (water), O (water). Conditions: temperature 80 celsius, time 16 hour. The product is OC1CN(CCC1O)C(=O)OC(C)(C)C (tert-Butyl 3,4-dihydroxypiperidine-1-carboxylate). RXN SMILES: [N:1]1([C:7]([O:9][C:10]([CH3:13])([CH3:12])[CH3:11])=[O:8])CC=CC[CH2:2]1.Cl([O-])(=O)=[O:15].[K+].[O:19]1[CH2:23][CH2:22][CH2:21][CH2:20]1>O.[Os](=O)(=O)(=O)=O>[OH:19][CH:23]1[CH:22]([OH:15])[CH2:21][CH2:20][N:1]([C:7]([O:9][C:10]([CH3:13])([CH3:12])[CH3:11])=[O:8])[CH2:2]1 |f:1.2|. Procedure: To a stirred solution of 21 g (115 mmol) of tert-butyl 3,6-dihydropyridine-1(2H)-carboxylate from Step A in 5 mL of tetrahydrofuran was added 300 mL of water, followed by 18 g (149 mmol) of potassium chlorate. Then a solution of 200 mg of osmium tetroxide in 30 mL of water was added slowly in portions. The mixture was stirred at 80° C. for 16 h. At this time, additional portions of potassium chlorate (11.2 g, 92 mmol) and osmium tetroxide (138 mg) were added, and stirring was continued at 80° C.... Reactants: CC(=O)OC(C)=O, CN(C)c1ccncc1, CC(=O)OC1C(C)=CC2C(C(C)CO)CCC(C)C2(O)C1OC(=O)C1CC2(O)c3cccc(Cl)c3N(C)OC2N1, ClCCl. Product: CC(=O)OCC(C)C1CCC(C)C2(O)C1C=C(C)C(OC(C)=O)C2OC(=O)C1CC2(O)c3cccc(Cl)c3N(C)OC2N1. As a reaction SMILES: [CH3:41][C:42](=[O:43])[O:44][C:45](=[O:46])[CH3:47].[CH3:51][N:52]([CH3:53])[c:54]1[cH:55][cH:56][n:57][cH:58][cH:59]1.[Cl:1][c:2]1[cH:3][cH:4][cH:5][c:6]2[c:11]1[N:10]([CH3:12])[O:9][CH:8]1[C:7]2([OH:40])[CH2:15][CH:14]([C:16](=[O:17])[O:18][CH:19]2[CH:20]([O:36][C:37]([CH3:38])=[O:39])[C:21]([CH3:35])=[CH:22][CH:23]3[CH:24]([CH:31]([CH2:32][OH:33])[CH3:34])[CH2:25][CH2:26][CH:27]([CH3:30])[C:28]23[OH:29])[NH:13]1.[Cl:48][CH2:49][Cl:50]>>[Cl:1][c:2]1[cH:3][cH:4][cH:5][c:6]2[c:11]1[N:10]([CH3:12])[O:9][CH:8]1[C:7]2([OH:40])[CH2:15][CH:14]([C:16](=[O:17])[O:18][CH:19]2[CH:20]([O:36][C:37]([CH3:38])=[O:39])[C:21]([CH3:35])=[CH:22][CH:23]3[CH:24]([CH:31]([CH2:32][O:33][C:42]([CH3:41])=[O:43])[CH3:34])[CH2:25][CH2:26][CH:27]([CH3:30])[C:28]23[OH:29])[NH:13]1. Starting materials: C1CCOC1, CCOC(C)=O, CC(C)OC(=O)N=NC(=O)OC(C)C, O=C1c2ccccc2C(=O)N1CCO, c1ccc(P(c2ccccc2)c2ccccc2)cc1, Oc1ccc(-c2nc3ccccc3o2)cc1. Yields the product O=C1c2ccccc2C(=O)N1CCOc1ccc(-c2nc3ccccc3o2)cc1. As a reaction SMILES: [CH2:70]1[O:71][CH2:72][CH2:73][CH2:74]1.[CH3:64][CH2:65][O:66][C:67](=[O:68])[CH3:69].[O:50]=[C:51]([O:52][CH:53]([CH3:54])[CH3:55])[N:56]=[N:57][C:58]([O:59][CH:60]([CH3:61])[CH3:62])=[O:63].[OH:17][CH2:18][CH2:19][N:20]1[C:21](=[O:30])[c:22]2[c:23]([cH:26][cH:27][cH:28][cH:29]2)[C:24]1=[O:25].[c:31]1([P:32]([c:33]2[cH:34][cH:35][cH:36][cH:37][cH:38]2)[c:39]2[cH:40][cH:41][cH:42][cH:43][cH:44]2)[cH:45][cH:46][cH:47][cH:48][cH:49]1.[o:1]1[c:2](-[c:10]2[cH:11][cH:12][c:13]([OH:16])[cH:14][cH:15]2)[n:3][c:4]2[c:5]1[cH:6][cH:7][cH:8][cH:9]2>>[o:1]1[c:2](-[c:10]2[cH:11][cH:12][c:13]([O:16][CH2:18][CH2:19][N:20]3[C:21](=[O:30])[c:22]4[c:23]([cH:26][cH:27][cH:28][cH:29]4)[C:24]3=[O:25])[cH:14][cH:15]2)[n:3][c:4]2[c:5]1[cH:6][cH:7][cH:8][cH:9]2. Starting materials: C(C1=CC=CC=C1)OCCN1C2=C(C3=C([C@@H](C1=O)NC(=O)[C@H](C)OC(NCC(F)(F)F)=O)C=CC=C3)C=CC=C2 ((2,2,2-trifluoro-ethyl)-carbamic acid (S)-1-[(S)-5-(2-benzyloxy-ethyl)-6-oxo-6,7-dihydro-5H-dibenzo[b,d]azepin-7-ylcarbamoyl]-ethyl ester), C(C)(=O)OCC (ethyl acetate). Solvent: CCCCCCC (heptane). Product: OCCN1C2=C(C3=C([C@@H](C1=O)NC(=O)[C@H](C)OC(NCC(F)(F)F)=O)C=CC=C3)C=CC=C2 ((2,2,2-Trifluoro-ethyl)-carbamic acid (S)-1-[(S)-5-(2-hydroxy-ethyl)-6-oxo-6,7-dihydro-5H-dibenzo[b,d]azepin-7-ylcarbamoyl]-ethyl ester). Isolated yield 70.0%. RXN SMILES: C([O:8][CH2:9][CH2:10][N:11]1[C:17](=[O:18])[C@@H:16]([NH:19][C:20]([C@@H:22]([O:24][C:25](=[O:32])[NH:26][CH2:27][C:28]([F:31])([F:30])[F:29])[CH3:23])=[O:21])[C:15]2[CH:33]=[CH:34][CH:35]=[CH:36][C:14]=2[C:13]2[CH:37]=[CH:38][CH:39]=[CH:40][C:12]1=2)C1C=CC=CC=1.C(OCC)(=O)C>CCCCCCC>[OH:8][CH2:9][CH2:10][N:11]1[C:17](=[O:18])[C@@H:16]([NH:19][C:20]([C@@H:22]([O:24][C:25](=[O:32])[NH:26][CH2:27][C:28]([F:29])([F:30])[F:31])[CH3:23])=[O:21])[C:15]2[CH:33]=[CH:34][CH:35]=[CH:36][C:14]=2[C:13]2[CH:37]=[CH:38][CH:39]=[CH:40][C:12]1=2. Reported procedure: Using (2,2,2-trifluoro-ethyl)-carbamic acid (S)-1-[(S)-5-(2-benzyloxy-ethyl)-6-oxo-6,7-dihydro-5H-dibenzo[b,d]azepin-7-ylcarbamoyl]-ethyl ester, the title compound was prepared in the same manner as example 3. Final chromatography (silica, gradient of ethyl acetate in heptane 5-90%) afforded the title compound as white solid (70%). MS: m/e=466(M+H+).